Dataset: the Open Reaction Database (ORD), a public repository of structured organic reaction records. Task: describe an organic reaction: reactants, conditions, products, and yield The reactants are CC1(C(C1(C)C)C(=O)O)C (2,2,3,3-tetramethyl-cyclopropanecarboxylic acid), C=1C=CC(=CC1)P(=O)(C=2C=CC=CC2)N=[N+]=[N-] (DPPA), TEA, CN(C)C=O (DMF), NC=1C(=C(C(=CC1)Cl)S(=O)(=O)N)O (3-Amino-6-chloro-2-hydroxy-benzenesulfonamide). Conditions: temperature 80 celsius, time 18 hour. The product is ClC1=CC=C(C(=C1S(=O)(=O)N)O)NC(=O)NC1C(C1(C)C)(C)C (6-Chloro-2-hydroxy-3-[3-(2,2,3,3-tetrmethyl-cyclopropyl)-ureido]-benzenesulfonamide). RXN SMILES: [CH3:1][C:2]1([CH3:10])[C:4]([CH3:6])([CH3:5])[CH:3]1C(O)=O.C1C=CC(P(N=[N+]=[N-])(C2C=CC=CC=2)=O)=CC=1.[NH2:28][C:29]1[C:30]([OH:40])=[C:31]([S:36]([NH2:39])(=[O:38])=[O:37])[C:32]([Cl:35])=[CH:33][CH:34]=1.C[N:42]([CH:44]=[O:45])C>>[Cl:35][C:32]1[C:31]([S:36]([NH2:39])(=[O:38])=[O:37])=[C:30]([OH:40])[C:29]([NH:28][C:44]([NH:42][CH:3]2[C:4]([CH3:5])([CH3:6])[C:2]2([CH3:1])[CH3:10])=[O:45])=[CH:34][CH:33]=1. Procedure details: To a solution of 2,2,3,3-tetramethyl-cyclopropanecarboxylic acid (0.142 mL, 1.0 mmol) in DMF (0.5 mL) was added DPPA (0.25 mL, 1.2 mmol) and TEA (0.25 mL, 1.8 mmol) and the reaction heated at 80° C. After 18 hrs, 3-Amino-6-chloro-2-hydroxy-benzenesulfonamide (1.0 mmol) was added and the reaction heated at 80° C. After 18 hrs, the reaction mixture was quenched with water and extracted with ethyl acetate. The organic layers were dried over anhydrous magnesium sulfate, and concentraed under reduced... The reactants are FC1=C(C=CC(=C1)F)[N+](=O)[O-] (2,4-difluoro-1-nitro-benzene), FC([C@@H](C)O)(F)F ((2R)-1,1,1-trifluoropropan-2-ol). Yields the product FC1=CC(=C(N)C=C1)O[C@@H](C(F)(F)F)C (4-fluoro-2-[(1R)-2,2,2-trifluoro-1-methyl-ethoxy]aniline). Reaction SMILES: F[C:2]1[CH:7]=[C:6]([F:8])[CH:5]=[CH:4][C:3]=1[N+:9]([O-])=O.[F:12][C:13]([F:18])([F:17])[C@H:14]([OH:16])[CH3:15]>>[F:8][C:6]1[CH:5]=[CH:4][C:3]([NH2:9])=[C:2]([O:16][C@H:14]([CH3:15])[C:13]([F:18])([F:17])[F:12])[CH:7]=1. Procedure details: Is prepared in a similar manner as intermediate III.1 from 2,4-difluoro-1-nitro-benzene and (2R)-1,1,1-trifluoropropan-2-ol. Starting materials: Cl (HCl), C1(=CC=CC=C1)C=1SC(=C(N1)C(=O)OC(C)(C)C)CN1CCCC1 (tert-butyl 2-phenyl-5-(pyrrolidin-1-ylmethyl)thiazole-4-carboxylate). The solvent is C1CCOC1 (THF). Reaction conditions: time 8 hour. Product: Cl.C1(=CC=CC=C1)C=1SC(=C(N1)C(=O)O)CN1CCCC1 (2-phenyl-5-(pyrrolidin-1-ylmethyl)thiazole-4-carboxylate hydrochloride). Yield: 75.7%. Reaction SMILES: [ClH:1].[C:2]1([C:8]2[S:9][C:10]([CH2:20][N:21]3[CH2:25][CH2:24][CH2:23][CH2:22]3)=[C:11]([C:13]([O:15]C(C)(C)C)=[O:14])[N:12]=2)[CH:7]=[CH:6][CH:5]=[CH:4][CH:3]=1>C1COCC1>[ClH:1].[C:2]1([C:8]2[S:9][C:10]([CH2:20][N:21]3[CH2:25][CH2:24][CH2:23][CH2:22]3)=[C:11]([C:13]([OH:15])=[O:14])[N:12]=2)[CH:3]=[CH:4][CH:5]=[CH:6][CH:7]=1 |f:3.4|. Reported procedure: Concentrated HCl (2.8 ml, 33.9 mmol) was added to a solution of tert-butyl 2-phenyl-5-(pyrrolidin-1-ylmethyl)thiazole-4-carboxylate (2.1 g, 6.1 mmol) in THF (30 ml). The mixture was stirred at rt overnight, and concentrated in vacuo to give 2-phenyl-5-(pyrrolidin-1-ylmethyl)thiazole-4-carboxylate hydrochloride (1.5 g, 82% yield). Starting materials: N#Cc1cccc(Br)c1, CC(C)(C)P(c1ccccc1-c1ccccc1)C(C)(C)C, Cc1ccccc1, CC(C)(C)[O-], [Na+], O=C(C=Cc1ccccc1)C=Cc1ccccc1, O=C(C=Cc1ccccc1)C=Cc1ccccc1, O=C(C=Cc1ccccc1)C=Cc1ccccc1, OC1CCNCC1, [Pd], [Pd]. Product: N#Cc1cccc(N2CCC(O)CC2)c1. As a reaction SMILES: [Br:28][c:29]1[cH:30][c:31]([C:32]#[N:33])[cH:34][cH:35][cH:36]1.[C:1]([P:2]([C:3]([CH3:4])([CH3:5])[CH3:6])[c:7]1[cH:8][cH:9][cH:10][cH:11][c:12]1-[c:13]1[cH:14][cH:15][cH:16][cH:17][cH:18]1)([CH3:19])([CH3:20])[CH3:21].[CH3:100][c:101]1[cH:102][cH:103][cH:104][cH:105][cH:106]1.[CH3:22][C:23]([CH3:24])([O-:25])[CH3:26].[Na+:27].[O:46]=[C:47]([CH:48]=[CH:49][c:50]1[cH:51][cH:52][cH:53][cH:54][cH:55]1)[CH:56]=[CH:57][c:58]1[cH:59][cH:60][cH:61][cH:62][cH:63]1.[O:64]=[C:65]([CH:66]=[CH:67][c:68]1[cH:69][cH:70][cH:71][cH:72][cH:73]1)[CH:74]=[CH:75][c:76]1[cH:77][cH:78][cH:79][cH:80][cH:81]1.[O:82]=[C:83]([CH:84]=[CH:85][c:86]1[cH:87][cH:88][cH:89][cH:90][cH:91]1)[CH:92]=[CH:93][c:94]1[cH:95][cH:96][cH:97][cH:98][cH:99]1.[OH:37][CH:38]1[CH2:39][CH2:40][NH:41][CH2:42][CH2:43]1.[Pd:44].[Pd:45]>>[c:29]1([N:41]2[CH2:40][CH2:39][CH:38]([OH:37])[CH2:43][CH2:42]2)[cH:30][c:31]([C:32]#[N:33])[cH:34][cH:35][cH:36]1.